From a dataset of the Open Reaction Database (ORD), a public repository of structured organic reaction records. describe an organic reaction: reactants, conditions, products, and yield Reactants: [N+](=O)([O-])C1=CC2=C(OC(O2)(C(F)(F)F)CC(F)(F)F)C=C1 (5-Nitro-2-(2,2,2-trifluoroethyl)-2-trifluoromethyl-1,3-benzodioxole), [N+](=O)(O)[O-] (nitric acid), ice water. Solvent: S(O)(O)(=O)=O (sulphuric acid). The product is [N+](=O)([O-])C1=CC2=C(OC(O2)(C(F)(F)F)CC(F)(F)F)C=C1[N+](=O)[O-] (5,6-Dinitro-2-(2,2,2-trifluoroethyl)-2-trifluoromethyl-1,3-benzodioxole). As a reaction SMILES: [N+:1]([C:4]1[CH:21]=[CH:20][C:7]2[O:8][C:9]([CH2:15][C:16]([F:19])([F:18])[F:17])([C:11]([F:14])([F:13])[F:12])[O:10][C:6]=2[CH:5]=1)([O-:3])=[O:2].[N+:22]([O-])([OH:24])=[O:23]>S(=O)(=O)(O)O>[N+:1]([C:4]1[C:21]([N+:22]([O-:24])=[O:23])=[CH:20][C:7]2[O:8][C:9]([CH2:15][C:16]([F:19])([F:18])[F:17])([C:11]([F:12])([F:13])[F:14])[O:10][C:6]=2[CH:5]=1)([O-:3])=[O:2]. Reported procedure: 317 g of the product of Example 27 were taken and a mixture of 250 ml of 100% by weight nitric acid and 350 ml of concentrated sulphuric acid was added dropwise, with stirring. The reaction mixture was stirred for 2 hours at 55° C. It was then left to cool and poured into ice-water. The product was extracted with methylene chloride, the extract was washed with sodium hydrogen-carbonate solution until the washings were neutral, and dried, and the readily volatile components were removed on a rota... The reactants are C([O-])(O)=O.[Na+] (Sodium bicarbonate), N[C@@H]1CN(CC1)C(=O)OCC1=CC=CC=C1 (phenylmethyl (3S)-3-amino-1-pyrrolidinecarboxylate), COC(=O)Cl (methylchloroformate). Solvent: O (water), C(Cl)Cl (DCM). Reaction conditions: time 6 hour. Product: COC(=O)N[C@@H]1CN(CC1)C(=O)OCC1=CC=CC=C1 (phenylmethyl (3S)-3-{[(methyloxy)carbonyl]amino}-1-pyrrolidinecarboxylate). The yield is 64.0%. Reaction SMILES: C(=O)(O)[O-].[Na+].[NH2:6][C@H:7]1[CH2:11][CH2:10][N:9]([C:12]([O:14][CH2:15][C:16]2[CH:21]=[CH:20][CH:19]=[CH:18][CH:17]=2)=[O:13])[CH2:8]1.[CH3:22][O:23][C:24](Cl)=[O:25]>O.C(Cl)Cl>[CH3:22][O:23][C:24]([NH:6][C@H:7]1[CH2:11][CH2:10][N:9]([C:12]([O:14][CH2:15][C:16]2[CH:21]=[CH:20][CH:19]=[CH:18][CH:17]=2)=[O:13])[CH2:8]1)=[O:25] |f:0.1|. Procedure: Sodium bicarbonate (2.073 g, 24.68 mmol) was dissolved in a mixture of water (20.00 mL) and DCM (20 mL), and phenylmethyl (3S)-3-amino-1-pyrrolidinecarboxylate (2.88 g, 11.22 mmol) was added followed by methylchloroformate (0.953 mL, 12.34 mmol). This mixture was stirred for 6 h. The biphasic mixture was then separated, and the aqueous phase was extracted once with DCM. The combined organics were dried over sodium sulfate, filtered and evaporated. The residual material was then purified via sili...